Dataset: the Open Reaction Database (ORD), a public repository of structured organic reaction records. Task: describe an organic reaction: reactants, conditions, products, and yield Reaction conditions: time 8 hour. Yields the product C(C)OC=1C(C(CCC1)C(C(=O)OCC)=O)=O (Ethyl (3-ethoxy-2-oxocyclohex-3-en-1-yl)(oxo)acetate). Procedure: 41.40 g (0.29 mol) of 2-ethoxycyclohex-2-en-1-one were dissolved in 310 mL of diethyl ether and 325 mL of 1M LiN(TMS)2 in tetrahydrofuran were added dropwise at 50° C. After 30 minutes at the same temperature, 44.2 mL of diethyloxalate were also added under stirring. The solution was kept at room temperature overnight (TLC chloroform). 300 mL of water were then added, the pH adjusted to 4-5 by adding 1N HCl and the resulting solution extracted with ethyl acetate. The organic layer was dried over... Isolated yield 76.0%. Reactants: [Li]N([Si](C)(C)C)[Si](C)(C)C (LiN(TMS)2), Cl (HCl), C(C)OC=1C(CCCC1)=O (2-ethoxycyclohex-2-en-1-one), C(C)OC(C(=O)OCC)=O (diethyloxalate). RXN SMILES: [CH2:1]([O:3][C:4]1[C:5](=[O:10])[CH2:6][CH2:7][CH2:8][CH:9]=1)[CH3:2].[Li]N([Si](C)(C)C)[Si](C)(C)C.[CH2:21]([O:23][C:24](=[O:30])[C:25](OCC)=[O:26])[CH3:22].Cl>C(OCC)C.O1CCCC1.O.C(Cl)(Cl)Cl>[CH2:1]([O:3][C:4]1[C:5](=[O:10])[CH:6]([C:25](=[O:26])[C:24]([O:23][CH2:21][CH3:22])=[O:30])[CH2:7][CH2:8][CH:9]=1)[CH3:2]. The solvent is O1CCCC1 (tetrahydrofuran), C(Cl)(Cl)Cl (chloroform), O (water), C(C)OCC (diethyl ether).